From a dataset of the Open Reaction Database (ORD), a public repository of structured organic reaction records. describe an organic reaction: reactants, conditions, products, and yield Reactants: 42.8, CC1=C(C=CC=C1)N (2-methylbenzenamine), ClC1=C(C(=O)Cl)C(=CC=C1)Cl (2,6-dichlorobenzoyl chloride). The reagents and catalysts are CN(C1=CC=NC=C1)C (N,N-dimethyl-4-pyridinamine). The solvent is ClC(Cl)Cl (trichloromethane), ClC(Cl)Cl (trichloromethane). Reaction conditions: time 3 hour. The product is 40.6, ClC1=C(C(=O)NC2=C(C=CC=C2)C)C(=CC=C1)Cl (2,6-dichloro-N-(2-methylphenyl)benzamide). Yield: 72.5%. As a reaction SMILES: [CH3:1][C:2]1[CH:7]=[CH:6][CH:5]=[CH:4][C:3]=1[NH2:8].[Cl:9][C:10]1[CH:18]=[CH:17][CH:16]=[C:15]([Cl:19])[C:11]=1[C:12](Cl)=[O:13]>CN(C)C1C=CN=CC=1.ClC(Cl)Cl>[Cl:9][C:10]1[CH:18]=[CH:17][CH:16]=[C:15]([Cl:19])[C:11]=1[C:12]([NH:8][C:3]1[CH:4]=[CH:5][CH:6]=[CH:7][C:2]=1[CH3:1])=[O:13]. Procedure: To a stirred solution of 42.8 parts of 2-methylbenzenamine in 375 parts of trichloromethane are added dropwise 41.8 parts of 2,6-dichlorobenzoyl chloride at reflux temperature. Then there are added 1.2 parts of N,N-dimethyl-4-pyridinamine and stirring is continued for 3 hours at reflux. The reaction mixture is allowed to cool to room temperature overnight and diluted with 375 parts of trichloromethane. The organic phase is washed successively with 100 parts of water, 100 parts of a hydrochloric ... The reactants are CCOC(COc1ccc(Oc2ccc3ncnc(Nc4ccn(C)n4)c3c2)nc1)OCC, CCNC. Yields the product CCN(C)CCOc1ccc(Oc2ccc3ncnc(Nc4ccn(C)n4)c3c2)nc1. Reaction SMILES: [CH2:1]([O:2][CH:4]([O:3][CH2:31][CH3:32])[CH2:5][O:6][c:7]1[cH:8][cH:9][c:10]([O:13][c:14]2[cH:15][c:16]3[c:17]([NH:24][c:25]4[n:26][n:27]([CH3:30])[cH:28][cH:29]4)[n:18][cH:19][n:20][c:21]3[cH:22][cH:23]2)[n:11][cH:12]1)[CH3:33].[CH2:34]([CH3:35])[NH:36][CH3:37]>>[CH2:4]([CH2:5][O:6][c:7]1[cH:8][cH:9][c:10]([O:13][c:14]2[cH:15][c:16]3[c:17]([NH:24][c:25]4[n:26][n:27]([CH3:30])[cH:28][cH:29]4)[n:18][cH:19][n:20][c:21]3[cH:22][cH:23]2)[n:11][cH:12]1)[N:36]([CH2:34][CH3:35])[CH3:37]. Starting materials: FC(C(=O)O)(F)F (trifluoroacetic acid), FC(OC=1C=C(C=CC1)C1C=C(C(N1C1=CC=C(C=C1)C(F)(F)F)=O)NC1=CC=C(C=C1)C(F)(F)F)(F)F ((±)-5-(3-trifluoromethoxy-phenyl)-1-(4-trifluoromethyl-phenyl)-3-(4-trifluoromethyl-phenylamino)-1,5-dihydro-pyrrol-2-one), COC1OC(CC1)OC (2,5-dimethoxy-tetrahydrofuran). The solvent is O (water), C(C)(=O)O (acetic acid), C(C)O (ethanol), O (water). Reaction conditions: temperature 50 celsius, time 16.5 hour. The product is OC=1C(N(C(C1)C1=CC(=CC=C1)OC(F)(F)F)C1=CC=C(C=C1)C(F)(F)F)=O ((±)-3-Hydroxy-5-(3-trifluoromethoxy-phenyl)-1-(4-trifluoromethyl-phenyl)-1,5-dihydro-pyrrol-2-one). RXN SMILES: [F:1][C:2]([F:7])([F:6])[C:3](O)=O.[F:8][C:9]([F:45])([F:44])[O:10][C:11]1[CH:12]=[C:13]([CH:17]2[N:21]([C:22]3[CH:27]=[CH:26]C(C(F)(F)F)=[CH:24][CH:23]=3)[C:20](=[O:32])[C:19](NC3C=CC(C(F)(F)F)=CC=3)=[CH:18]2)[CH:14]=[CH:15][CH:16]=1.C[O:47]C1CCC(OC)O1>O.C(O)(=O)C.C(O)C>[OH:47][C:19]1[C:20](=[O:32])[N:21]([C:22]2[CH:27]=[CH:26][C:3]([C:2]([F:7])([F:6])[F:1])=[CH:24][CH:23]=2)[CH:17]([C:13]2[CH:14]=[CH:15][CH:16]=[C:11]([O:10][C:9]([F:8])([F:45])[F:44])[CH:12]=2)[CH:18]=1. Procedure: Mix ethanol (120 mL), glacial acetic acid (15 mL), water (3.0 mL, 164.7 mmol), trifluoroacetic acid (6.2 mL, 82.4 mmol), (±)-5-(3-trifluoromethoxy-phenyl)-1-(4-trifluoromethyl-phenyl)-3-(4-trifluoromethyl-phenylamino)-1,5-dihydro-pyrrol-2-one (30.0 g, 54.9 mmol), and 2,5-dimethoxy-tetrahydrofuran (10.7 mL, 82.4 mmol). Warm the solution to 50° C. and stir the reaction mixture for 15-18 hours. Discontinue heating the solution, add water (35 mL), and cool the reaction mixture to −19° C. Filter the ... Reactants: NC1=C(C(=O)NS(=O)(=O)C)C=C(C=C1)OC1=C(C=C(C=C1)C(F)(F)F)Cl (2-amino-5-(2-chloro-4-trifluoromethylphenoxy)-N-methanesulphonyl benzamide), ( V ), C(C)(=O)O (acetic acid), [N+](=O)(O)[O-] (nitric acid), compound, ( I ), OO (hydrogen peroxide), ice water. The solvent is O (water). Reaction conditions: temperature 70 celsius. Product: ClC1=C(OC=2C=CC(=C(C(=O)NS(=O)(=O)C)C2)[N+](=O)[O-])C=CC(=C1)C(F)(F)F (5-(2-chloro-4-trifluoromethylphenoxy)-2-nitro-N-methanesulphonyl benzamide). RXN SMILES: N[C:2]1[CH:14]=[CH:13][C:12]([O:15][C:16]2[CH:21]=[CH:20][C:19]([C:22]([F:25])([F:24])[F:23])=[CH:18][C:17]=2[Cl:26])=[CH:11][C:3]=1[C:4]([NH:6][S:7]([CH3:10])(=[O:9])=[O:8])=[O:5].C(O)(=O)C.[N+:31]([O-:34])(O)=[O:32].OO>O>[Cl:26][C:17]1[CH:18]=[C:19]([C:22]([F:23])([F:25])[F:24])[CH:20]=[CH:21][C:16]=1[O:15][C:12]1[CH:13]=[CH:14][C:2]([N+:31]([O-:34])=[O:32])=[C:3]([CH:11]=1)[C:4]([NH:6][S:7]([CH3:10])(=[O:8])=[O:9])=[O:5]. Procedure: A stirred solution is prepared containing 39.5 g of 2-amino-5-(2-chloro-4-trifluoromethylphenoxy)-N-methanesulphonyl benzamide of the formula (V), R1 =methyl, 1380 ml of glacial acetic acid and 1.0 g of concentrated nitric acid at about 40° C. To the solution is added 138 g of a 30% by weight hydrogen peroxide in water solution and the reaction mixture is raised to and maintained at about 70° C. for 20 hours. The solution is then poured slowly into about 3 liters of ice water with precipitation ... Starting materials: N[C@@H](CC1=CC=CC=C1)[C@@H]1C[C@@H](NB(O1)C1=CC=CC=C1)CC1=CC=CC=C1 ((4S,6S,1S)-6-(1-amino-2-phenylethyl)-4-benzyl-2-phenyl-3-aza-2-bora-1-oxacyclohexane), C1=CC(=CC=C1[N+](=O)[O-])OC(=O)OCC2=CN=CS2 (((5-thiazolyl)methyl)-(4-nitrophenyl)carbonate). The solvent is C1CCOC1 (THF), C1CCOC1 (THF). Reaction conditions: temperature 0 celsius, time 16 hour. Yields the product N[C@@H](CC1=CC=CC=C1)[C@H](C[C@H](CC1=CC=CC=C1)NC(=O)OCC1=CN=CS1)O ((2S,3S,5S)-2-Amino-5-(N-((5-thiazolyl)methoxycarbonyl)amino)-1,6-diphenyl-3-hydroxyhexane). Reaction SMILES: [NH2:1][C@H:2]([C@H:10]1[O:15]B(C2C=CC=CC=2)[NH:13][C@@H:12]([CH2:22][C:23]2[CH:28]=[CH:27][CH:26]=[CH:25][CH:24]=2)[CH2:11]1)[CH2:3][C:4]1[CH:9]=[CH:8][CH:7]=[CH:6][CH:5]=1.C1C([N+]([O-])=O)=CC=C([O:38][C:39]([O:41][CH2:42][C:43]2[S:47][CH:46]=[N:45][CH:44]=2)=O)C=1>C1COCC1>[NH2:1][C@H:2]([C@@H:10]([OH:15])[CH2:11][C@@H:12]([NH:13][C:39]([O:41][CH2:42][C:43]1[S:47][CH:46]=[N:45][CH:44]=1)=[O:38])[CH2:22][C:23]1[CH:24]=[CH:25][CH:26]=[CH:27][CH:28]=1)[CH2:3][C:4]1[CH:5]=[CH:6][CH:7]=[CH:8][CH:9]=1. Reported procedure: A solution of 40 mmol of crude (4S,6S,1S)-6-(1-amino-2-phenylethyl)-4-benzyl-2-phenyl-3-aza-2-bora-1-oxacyclohexane in 700 ml of anhydrous THF was cooled to -40° C. and treated dropwise over a period of 1 h with a solution of 7.83 g (27.9 mmol) of ((5-thiazolyl)methyl)-(4-nitrophenyl)carbonate in 300 ml of dry THF. The resulting solution was allowed to warm to 0° C. for 3 h, then to ambient temperature for 16 h. The solvent was removed in vacuo, and the residue was taken up in 700 ml of ethyl ac... Reactants: O=C([O-])O, C[S-], CN(C)C=O, [Cl-], [Li+], Nc1ccc(Cl)c2nc(Cl)sc12, [Na+], [Na+]. Yields the product CSc1nc2c(Cl)ccc(N)c2s1. As a reaction SMILES: [C:16](=[O:17])([OH:18])[O-:19].[CH3:13][S-:14].[CH3:23][N:24]([CH3:25])[CH:26]=[O:27].[Cl-:22].[Li+:21].[NH2:1][c:2]1[cH:3][cH:4][c:5]([Cl:12])[c:6]2[n:7][c:8]([Cl:11])[s:9][c:10]12.[Na+:15].[Na+:20]>>[NH2:1][c:2]1[cH:3][cH:4][c:5]([Cl:12])[c:6]2[n:7][c:8]([S:14][CH3:13])[s:9][c:10]12. The product is C(CCCCCCCCCCCCCCC)NC=1C=C(SC1)C(=O)OCCOCC (2-ethoxyethyl 4-(hexadecylamino)-2-thiophenecarboxylate). Reaction SMILES: [CH2:1]([NH:17][C:18]1[CH:19]=[C:20]([C:23]([OH:25])=[O:24])[S:21][CH:22]=1)[CH2:2][CH2:3][CH2:4][CH2:5][CH2:6][CH2:7][CH2:8][CH2:9][CH2:10][CH2:11][CH2:12][CH2:13][CH2:14][CH2:15][CH3:16].[CH2:26]([O:28][CH2:29][CH2:30]O)[CH3:27].B(F)(F)F.CCOCC>C1(C)C=CC=CC=1>[CH2:1]([NH:17][C:18]1[CH:19]=[C:20]([C:23]([O:25][CH2:27][CH2:26][O:28][CH2:29][CH3:30])=[O:24])[S:21][CH:22]=1)[CH2:2][CH2:3][CH2:4][CH2:5][CH2:6][CH2:7][CH2:8][CH2:9][CH2:10][CH2:11][CH2:12][CH2:13][CH2:14][CH2:15][CH3:16] |f:2.3|. Reaction conditions: time 120 hour. Solvent: C1(=CC=CC=C1)C (toluene). Procedure details: A solution of 11.8 g. of 4-(hexadecylamino)-2-thiophenecarboxylic acid, 1.00 g. of 2-ethoxyethanol and 5.35 ml. of boron trifluoride etherate in 200 ml. of toluene is stirred under reflux for 48 hours. The solution is treated with an additional 5.35 ml. of boron trifluoride etherate and refluxing is continued for 120 hours. Dilution with water and methylene chloride followed by filtration affords 2-ethoxyethyl 4-(hexadecylamino)-2-thiophenecarboxylate as a white solid. The reactants are C(CCCCCCCCCCCCCCC)NC=1C=C(SC1)C(=O)O (4-(hexadecylamino)-2-thiophenecarboxylic acid), B(F)(F)F.CCOCC (boron trifluoride etherate), C(C)OCCO (2-ethoxyethanol), B(F)(F)F.CCOCC (boron trifluoride etherate). Starting materials: C(C)(C)(C)OC(=O)N(C(CC1=CC2=C(OC(O2)(C(=O)O)C(=O)O)C=C1)C)CC(O)C1=CC(=CC=C1)Cl (5-(2-{tert-butoxycarbonyl-[2-(3-chloro-phenyl)-2-hydroxy-ethyl]-amino}-propyl)-benzo[1,3]dioxole-2,2-dicarboxylic acid), C(=O)([O-])[O-].[K+].[K+] (K2CO3), COC(CBr)=O (methyl-2-bromoacetate), CN(C)C=O (DMF). Reaction conditions: temperature 50 celsius, time 4 hour. The product is COC(=O)C(C(=O)OC)OC(=O)C1(OC2=C(O1)C=CC(=C2)CC(C)N(CC(O)C2=CC(=CC=C2)Cl)C(=O)OC(C)(C)C)C(=O)O (5-(2-{tert-Butoxycarbonyl-[2-(3-chloro-phenyl)-2-hydroxy-ethyl]-amino}-propyl)-benzo[1,3]dioxole-2,2-dicarboxylic acid bis-methoxycarbonyl-methyl ester). Yield: 79.0%. RXN SMILES: [C:1]([O:5][C:6]([N:8]([CH2:27][CH:28]([C:30]1[CH:35]=[CH:34][CH:33]=[C:32]([Cl:36])[CH:31]=1)[OH:29])[CH:9]([CH3:26])[CH2:10][C:11]1[CH:25]=[CH:24][C:14]2[O:15][C:16]([C:21]([OH:23])=[O:22])([C:18]([OH:20])=[O:19])[O:17][C:13]=2[CH:12]=1)=[O:7])([CH3:4])([CH3:3])[CH3:2].[C:37]([O-:40])([O-:39])=O.[K+].[K+].[CH3:43][O:44][C:45](=[O:48])[CH2:46]Br.[CH3:49]N(C=O)C>>[CH3:49][O:39][C:37]([CH:46]([O:19][C:18]([C:16]1([C:21]([OH:23])=[O:22])[O:15][C:14]2[CH:24]=[CH:25][C:11]([CH2:10][CH:9]([N:8]([C:6]([O:5][C:1]([CH3:2])([CH3:3])[CH3:4])=[O:7])[CH2:27][CH:28]([C:30]3[CH:35]=[CH:34][CH:33]=[C:32]([Cl:36])[CH:31]=3)[OH:29])[CH3:26])=[CH:12][C:13]=2[O:17]1)=[O:20])[C:45]([O:44][CH3:43])=[O:48])=[O:40] |f:1.2.3|. Procedure details: To a stirred solution of 5-(2-{tert-butoxycarbonyl-[2-(3-chloro-phenyl)-2-hydroxy-ethyl]-amino}-propyl)-benzo[1,3]dioxole-2,2-dicarboxylic acid (500 mg, 0.96 mmol) and DMF (10 mL) was added K2CO3 (132 mg, 0.96 mmol) and methyl-2-bromoacetate (0.23 mL, 366 mg, 2.40 mmol). After stirring at 50° C. for 4 h, the reaction mixture was cooled to 23° C., quenched with 5 mL sat. aq. NaHCO3, and extracted with 3×30 mL of EtOAc. The combined organics were washed with 2×50 mL brine, dried over MgSO4, filter...